From a dataset of the Open Reaction Database (ORD), a public repository of structured organic reaction records. describe an organic reaction: reactants, conditions, products, and yield The reactants are C(\C=C\C(=O)O)(=O)O (fumaric acid), C(#N)CCC=1NC2=CC=CC=C2C1CC=1NC=CN1 (2-cyanoethyl-3-(1-imidazolyl methyl)-indole), [OH-].[K+] (potassium hydroxide), C(C)(=O)O (acetic acid). Solvent: C(C)O (ethanol), CCOCC (ether). Yields the product O.C(\C=C\C(=O)O)(=O)O.C(=O)(O)CCN1C=C(C2=CC=CC=C12)CC=1NC=CN1 (1-(2-carboxyethyl)-3-(1-imidazolylmethyl)indole fumarate monohydrate). RXN SMILES: C(CC[C:5]1[NH:6][C:7]2[C:12]([C:13]=1[CH2:14][C:15]1[NH:16][CH:17]=[CH:18][N:19]=1)=[CH:11][CH:10]=[CH:9][CH:8]=2)#N.[OH-].[K+].C(O)(=[O:24])C.[C:26]([OH:33])(=[O:32])/[CH:27]=[CH:28]/[C:29]([OH:31])=[O:30]>C(O)C.CCOCC>[OH2:24].[C:26]([OH:33])(=[O:32])/[CH:27]=[CH:28]/[C:29]([OH:31])=[O:30].[C:29]([CH2:28][CH2:27][N:6]1[C:7]2[C:12](=[CH:11][CH:10]=[CH:9][CH:8]=2)[C:13]([CH2:14][C:15]2[NH:19][CH:18]=[CH:17][N:16]=2)=[CH:5]1)([OH:31])=[O:30] |f:1.2,7.8.9|. Procedure details: A mixture of 1-(2-cyanoethyl-3-(1-imidazolyl methyl)-indole (1.0 g) and 10% aqueous potassium hydroxide (10 ml) was heated under reflux for 2 hours to give a clear solution. The solution was just acidified with acetic acid and then evaporated. The residue was chromatographed on silica gel. Elution with a mixture of chloroform and methanol (1:1) gave first a small amount of impurity followed by pure product. Evaporation of the product-containing eluate gave an oil which was dissolved in the minim... The reactants are COc1ccccc1, O=S(=O)([O-])C(F)(F)F, O=S(=O)([O-])C(F)(F)F, O=S(=O)([O-])C(F)(F)F, C[N+](=O)[O-], [Yb+3], O=C(Cl)c1cccs1. Product: COc1ccc(C(=O)c2cccs2)cc1. RXN SMILES: [CH3:1][O:2][c:3]1[cH:4][cH:5][cH:6][cH:7][cH:8]1.[F:17][C:18]([F:19])([F:20])[S:21]([O-:22])(=[O:23])=[O:24].[F:26][C:27]([F:28])([F:29])[S:30]([O-:31])(=[O:32])=[O:33].[F:34][C:35]([F:36])([F:37])[S:38]([O-:39])(=[O:40])=[O:41].[N+:42]([CH3:43])([O-:44])=[O:45].[Yb+3:25].[c:9]1([C:14](=[O:15])[Cl:16])[cH:10][cH:11][cH:12][s:13]1>>[CH3:1][O:2][c:3]1[cH:4][cH:5][c:6]([C:14]([c:9]2[cH:10][cH:11][cH:12][s:13]2)=[O:15])[cH:7][cH:8]1. Run in CN(C)C=O (DMF). Reported procedure: To a stirred solution of 3-[2-(tert-butoxy carbonyl-pyridin-4-yl-amino)-ethoxy-]-5-chloro-benzoic acid (0.060 g), TBTU (0.096 g) and HOBt (0.030 g) in DMF (1 ml) was added DIPEA (0.052 ml) followed by 2-cyclopentylamino-acetamide (0.043 g) after 10 min. The reaction mixture was stirred at room temperature for 18 h and then concentrated under reduced pressure. The residue was subjected to preparative hplc and the title compound (0.064 g) was obtained as a colourless gum by concentration of the re... Reaction SMILES: [C:1]([O:5][C:6]([N:8]([C:22]1[CH:27]=[CH:26][N:25]=[CH:24][CH:23]=1)[CH2:9][CH2:10][O:11][C:12]1[CH:13]=[C:14]([CH:18]=[C:19]([Cl:21])[CH:20]=1)C(O)=O)=[O:7])([CH3:4])([CH3:3])[CH3:2].CN(C(ON1N=NC2C=[CH:40][CH:41]=[CH:42][C:37]1=2)=[N+](C)C)C.[B-](F)(F)(F)F.[CH:50]1[CH:51]=CC2N(O)N=NC=2[CH:55]=1.[CH3:60][CH2:61][N:62]([CH:66]([CH3:68])C)[CH:63]([CH3:65])[CH3:64].C1(NCC(N)=[O:77])CCCC1>CN(C=O)C>[C:1]([O:5][C:6](=[O:7])[N:8]([CH2:9][CH2:10][O:11][C:12]1[CH:40]=[CH:41][CH:42]=[CH:37][C:13]=1[CH:14]1[CH:68]([C:66](=[O:77])[N:62]([CH2:61][CH3:60])[C:63]2[CH:64]=[CH:51][CH:50]=[CH:55][CH:65]=2)[CH2:20][CH:19]([Cl:21])[CH2:18]1)[C:22]1[CH:23]=[CH:24][N:25]=[CH:26][CH:27]=1)([CH3:4])([CH3:2])[CH3:3] |f:1.2|. Starting materials: C1(CCCC1)NCC(=O)N (2-cyclopentylamino-acetamide), C(C)(C)(C)OC(=O)N(CCOC=1C=C(C(=O)O)C=C(C1)Cl)C1=CC=NC=C1 (3-[2-(tert-butoxy carbonyl-pyridin-4-yl-amino)-ethoxy-]-5-chloro-benzoic acid), CN(C)C(=[N+](C)C)ON1C2=C(C=CC=C2)N=N1.[B-](F)(F)(F)F (TBTU), C=1C=CC2=C(C1)N=NN2O (HOBt), CCN(C(C)C)C(C)C (DIPEA). Product: C(C)(C)(C)OC(N(C1=CC=NC=C1)CCOC1=C(C=CC=C1)C1CC(CC1C(N(C1=CC=CC=C1)CC)=O)Cl)=O ({2-[3-Chloro-5-(ethyl-phenyl-carbamoyl)-cyclopentyl-phenoxy]-ethyl}-pyridin-4-yl-carbamic acid tert-butyl ester). Run at time 18 hour. Starting materials: CC1CC2=C(C(C3=C1SC=C3)(O)C3CCN(CC3)C)C=CC=C2 (9,10-dihydro-10-methyl-4-(1-methyl-4-piperidyl)-4H-benzo[4,5]cyclohepta[1,2-b]thiophen-4-ol), solution, Cl (hydrogen chloride). Solvent: C(C)(C)O (isopropanol), C(C)(C)O (isopropanol). Product: CC1CC2=C(C(C3=C1SC=C3)=C3CCN(CC3)C)C=CC=C2 (4-(9,10-dihydro-10-methyl-4H-benzo[4,5]-cyclohepta[1,2-b]thiophen-4-ylidene)-1-methylpiperidine). As a reaction SMILES: [CH3:1][CH:2]1[C:8]2[S:9][CH:10]=[CH:11][C:7]=2[C:6]([CH:13]2[CH2:18][CH2:17][N:16]([CH3:19])[CH2:15][CH2:14]2)(O)[C:5]2[CH:20]=[CH:21][CH:22]=[CH:23][C:4]=2[CH2:3]1.Cl>C(O)(C)C>[CH3:1][CH:2]1[C:8]2[S:9][CH:10]=[CH:11][C:7]=2[C:6](=[C:13]2[CH2:14][CH2:15][N:16]([CH3:19])[CH2:17][CH2:18]2)[C:5]2[CH:20]=[CH:21][CH:22]=[CH:23][C:4]=2[CH2:3]1. Reported procedure: A solution of 17.0 g of 9,10-dihydro-10-methyl-4-(1-methyl-4-piperidyl)-4H-benzo[4,5]cyclohepta[1,2-b]thiophen-4-ol in 350 cc of isopropanol and 350 cc of a 7 N solution of hydrogen chloride in isopropanol is heated to the boil for 4 hours, is evaporated to dryness, the residue is taken up in 150 cc of water, is made alkaline with concentrated caustic soda solution and extracted with methylene chloride. The extracts are washed with water, dried over potassium carbonate, decolourized with animal ... Reactants: C(=C)[Mg]Cl (vinylmagnesium chloride), BrC1=CC=2C(C3=CC(=CC=C3OC2C=C1)I)=O (2-bromo-7-iodo-9H-xanthen-9-one). The solvent is C1CCOC1 (THF). Run at temperature -10 celsius. Product: BrC1=CC=2C(C3=CC(=CC=C3OC2C=C1)I)(O)C=C (2-bromo-7-iodo-9-vinyl-9H-xanthen-9-ol). Isolated yield 100.0%. As a reaction SMILES: [CH:1]([Mg]Cl)=[CH2:2].[Br:5][C:6]1[CH:19]=[CH:18][C:17]2[O:16][C:15]3[C:10](=[CH:11][C:12]([I:20])=[CH:13][CH:14]=3)[C:9](=[O:21])[C:8]=2[CH:7]=1>C1COCC1>[Br:5][C:6]1[CH:19]=[CH:18][C:17]2[O:16][C:15]3[C:10](=[CH:11][C:12]([I:20])=[CH:13][CH:14]=3)[C:9]([CH:1]=[CH2:2])([OH:21])[C:8]=2[CH:7]=1. Procedure details: To a solution of vinylmagnesium chloride (6.86 mL, 10.97 mmol) at −78° C. under nitrogen atmosphere was added drop wise a solution of 2-bromo-7-iodo-9H-xanthen-9-one (2.00 g, 4.99 mmol) in THF (30 mL). The reaction mixture was allowed to slowly warm to −10° C., then the reaction was quenched with saturated NH4Cl. The mixture was extracted with EtOAc followed by a solvent mixture of CHCl3: i-PrOH (3:1). The combined organic layers were dried over Na2SO4 and concentrated under reduced pressure. Th... The reactants are C(C)(C)(C)OC(CBr)=O (bromo-acetic acid tert-butyl ester), ice, COC1=NC2=CC(=CC(=C2N=C1OC)CO)[N+](=O)[O-] (2,3-dimethoxy-5-hydroxymethyl-7-nitro-quinoxaline), [H-].[Na+] (NaH). Run in O1CCCC1 (tetrahydrofuran). Conditions: temperature 0 celsius, time 30 minute. Reported procedure: 300 mg (1.13 mmol) of 2,3-dimethoxy-5-hydroxymethyl-7-nitro-quinoxaline are placed in 8 ml of tetrahydrofuran and cooled to 0° C. 52 mg (1.05 equiv.) of approximately 55% NaH in oil are added and the mixture is stirred for 30 minutes at 0° C. 0.2 ml (1.5 equiv.) of bromo-acetic acid tert-butyl ester is added and after 20 minutes the ice-bath is removed. The reaction mixture is stirred at room temperature for 20 hours, diluted with water and extracted with ethyl acetate. The combined organic phas... RXN SMILES: [CH3:1][O:2][C:3]1[C:12]([O:13][CH3:14])=[N:11][C:10]2[C:5](=[CH:6][C:7]([N+:17]([O-:19])=[O:18])=[CH:8][C:9]=2[CH2:15][OH:16])[N:4]=1.[H-].[Na+].[C:22]([O:26][C:27](=[O:30])[CH2:28]Br)([CH3:25])([CH3:24])[CH3:23]>O1CCCC1>[C:22]([O:26][C:27](=[O:30])[CH2:28][O:16][CH2:15][C:9]1[CH:8]=[C:7]([N+:17]([O-:19])=[O:18])[CH:6]=[C:5]2[C:10]=1[N:11]=[C:12]([O:13][CH3:14])[C:3]([O:2][CH3:1])=[N:4]2)([CH3:25])([CH3:24])[CH3:23] |f:1.2|. Yields the product C(C)(C)(C)OC(COCC1=C2N=C(C(=NC2=CC(=C1)[N+](=O)[O-])OC)OC)=O (2-(2,3-Dimethoxy-7-nitro-quinoxalin-5-ylmethoxy)-acetic acid tert-butyl ester), solid.